This data is from the Open Reaction Database (ORD), a public repository of structured organic reaction records. The task is: describe an organic reaction: reactants, conditions, products, and yield Starting materials: NC1=CC=C2C(=N1)C(=CN2)C2CCN(CC2)C (5-amino-3-(1-methylpiperidin-4-yl)pyrrolo[3,2-b]pyridine), O1C=C(C=C1)C(=O)Cl (3-furoyl chloride). The product is O1C=C(C=C1)C(=O)NC1=CC=C2C(=N1)C(=CN2)C2CCN(CC2)C (5-(N-[3-furoyl]amino)-3-(1-methylpiperidin-4-yl)pyrrolo[3,2-b]pyridine). The yield is 60.9%. RXN SMILES: [NH2:1][C:2]1[N:7]=[C:6]2[C:8]([CH:11]3[CH2:16][CH2:15][N:14]([CH3:17])[CH2:13][CH2:12]3)=[CH:9][NH:10][C:5]2=[CH:4][CH:3]=1.[O:18]1[CH:22]=[CH:21][C:20]([C:23](Cl)=[O:24])=[CH:19]1>>[O:18]1[CH:22]=[CH:21][C:20]([C:23]([NH:1][C:2]2[N:7]=[C:6]3[C:8]([CH:11]4[CH2:16][CH2:15][N:14]([CH3:17])[CH2:13][CH2:12]4)=[CH:9][NH:10][C:5]3=[CH:4][CH:3]=2)=[O:24])=[CH:19]1. Reported procedure: Beginning with 1.0 gm (4.3 mMol) 5-amino-3-(1-methylpiperidin-4-yl)pyrrolo[3,2-b]pyridine and 0.68 gm (5.2 mMol) 3-furoyl chloride, 0.85 gm (61%) of the title compound were prepared as an ivory crystalline solid essentially by the procedure described in Example 4. The reactants are CCCNC(C)C, O=C(Nc1ccc2[nH]ncc2c1)c1cc(Cl)ncn1. Yields the product CCCN(c1cc(C(=O)Nc2ccc3[nH]ncc3c2)ncn1)C(C)C. Reaction SMILES: [CH2:20]([CH2:21][CH3:22])[NH:23][CH:24]([CH3:25])[CH3:26].[Cl:1][c:2]1[cH:3][c:4]([C:8](=[O:9])[NH:10][c:11]2[cH:12][c:13]3[cH:14][n:15][nH:16][c:17]3[cH:18][cH:19]2)[n:5][cH:6][n:7]1>>[c:2]1([N:23]([CH2:20][CH2:21][CH3:22])[CH:24]([CH3:25])[CH3:26])[cH:3][c:4]([C:8](=[O:9])[NH:10][c:11]2[cH:12][c:13]3[cH:14][n:15][nH:16][c:17]3[cH:18][cH:19]2)[n:5][cH:6][n:7]1. The reactants are C1CCOC1, COC(=O)C(=O)N1CCCC1C(=O)C(CCc1ccccc1)CCc1ccccc1, CCC(C)(C)[Mg+], [Cl-], [Cl-], [NH4+]. Yields the product CCC(C)(C)C(=O)C(=O)N1CCCC1C(=O)C(CCc1ccccc1)CCc1ccccc1. As a reaction SMILES: [CH2:40]1[O:41][CH2:42][CH2:43][CH2:44]1.[CH3:1][O:2][C:3]([C:4]([N:5]1[CH:6]([C:10]([CH:11]([CH2:12][CH2:13][c:14]2[cH:15][cH:16][cH:17][cH:18][cH:19]2)[CH2:20][CH2:21][c:22]2[cH:23][cH:24][cH:25][cH:26][cH:27]2)=[O:28])[CH2:7][CH2:8][CH2:9]1)=[O:29])=[O:30].[CH3:32][C:33]([CH2:34][CH3:35])([CH3:36])[Mg+:37].[Cl-:31].[Cl-:38].[NH4+:39]>>[O:2]=[C:3]([C:4]([N:5]1[CH:6]([C:10]([CH:11]([CH2:12][CH2:13][c:14]2[cH:15][cH:16][cH:17][cH:18][cH:19]2)[CH2:20][CH2:21][c:22]2[cH:23][cH:24][cH:25][cH:26][cH:27]2)=[O:28])[CH2:7][CH2:8][CH2:9]1)=[O:29])[C:33]([CH3:32])([CH2:34][CH3:35])[CH3:36]. The reactants are S(=O)([O-])[O-].[Na+].[Na+] (sodium sulfite), C1(\C=C/C(=O)O1)=O (maleic anhydride), resultant mixture, OC(CNCCCCCCCC)CN(CC(CNCCCCCCCC)O)CCCCCCCC (11,15-dihydroxy-13-octyl-9,13,17-triazapentacosane). Solvent: O (water), O (water), C(Cl)(Cl)Cl (chloroform). Run at time 6 hour. The product is C(=O)(O)C(CC(N(CC(CN(CC(CN(C(CC(S(=O)(=O)[O-])C(=O)O)=O)CCCCCCCC)O)CCCCCCCC)O)CCCCCCCC)=O)S(=O)(=O)[O-].[Na+].[Na+] (sodium 1,15-dicarboxy-6,10-dihydroxy-3,13-dioxo-4,8,12-trioctyl-4,8,12-triaza-1,15-pentadecanedisulfonate). Isolated yield 73.3%. RXN SMILES: [C:1]1(=[O:7])[O:6][C:4](=[O:5])[CH:3]=[CH:2]1.[OH:8][CH:9]([CH2:20][N:21]([CH2:35][CH2:36][CH2:37][CH2:38][CH2:39][CH2:40][CH2:41][CH3:42])[CH2:22][CH:23]([OH:34])[CH2:24][NH:25][CH2:26][CH2:27][CH2:28][CH2:29][CH2:30][CH2:31][CH2:32][CH3:33])[CH2:10][NH:11][CH2:12][CH2:13][CH2:14][CH2:15][CH2:16][CH2:17][CH2:18][CH3:19].[S:43]([O-:46])([O-:45])=[O:44].[Na+:47].[Na+]>C(Cl)(Cl)Cl.O>[C:4]([CH:3]([S:43]([O-:46])(=[O:45])=[O:44])[CH2:2][C:1](=[O:7])[N:25]([CH2:26][CH2:27][CH2:28][CH2:29][CH2:30][CH2:31][CH2:32][CH3:33])[CH2:24][CH:23]([OH:34])[CH2:22][N:21]([CH2:35][CH2:36][CH2:37][CH2:38][CH2:39][CH2:40][CH2:41][CH3:42])[CH2:20][CH:9]([OH:8])[CH2:10][N:11]([CH2:12][CH2:13][CH2:14][CH2:15][CH2:16][CH2:17][CH2:18][CH3:19])[C:4](=[O:5])[CH2:3][CH:2]([C:1]([OH:6])=[O:7])[S:43]([O-:46])(=[O:45])=[O:44])([OH:6])=[O:5].[Na+:47].[Na+:47] |f:2.3.4,7.8.9|. Procedure details: A solution with 3.2 g (0.032 mole) of maleic anhydride dissolved in chloroform was added dropwise over 1 hour to 8 g (0.016 mole) of 11,15-dihydroxy-13-octyl-9,13,17-triazapentacosane in a reactor. The resultant mixture was heated to 50° C. and stirred for 6 hours. Thereafter, the solvent was distilled off under reduced pressure, and a solution with 6.0 g (0.048 mole) of sodium sulfite dissolved in 150 ml of water was added to the residue to react them at 60° C. for 7 hours. After completion of ... Reactants: Cl.CNC (dimethylamine hydrochloride), C1(CCCC1)=O (cyclopentanone), [C-]#N.[K+] (potassium cyanide). Run in O (water). Reaction conditions: time 18 hour. Yields the product CN(C1(CCCC1)C#N)C (1-(Dimethylamino)cyclopentanecarbonitrile). Yield: 90.4%. Reaction SMILES: Cl.[CH3:2][NH:3][CH3:4].[C:5]1(=O)[CH2:9][CH2:8][CH2:7][CH2:6]1.[C-:11]#[N:12].[K+]>O>[CH3:2][N:3]([CH3:4])[C:5]1([C:11]#[N:12])[CH2:9][CH2:8][CH2:7][CH2:6]1 |f:0.1,3.4|. Reported procedure: To a suspension of dimethylamine hydrochloride (8.15 g; 0.1 mol) in cyclopentanone (8.4 g; 0.1 mol) cooled (ice bath) was added dropwise a solution of potassium cyanide (6.5 g; 0.1 mol) in water (50 ml) over 10 min. After vigorous stirring at room temperature for 18 h, the crude reaction mixture was extracted three times with diethyl ether (3×200 ml) and the combined extracts washed twice with water (2×50 ml), dried (Na2SO4), and evaporated to afford the title product as a pale yellow oil (12.5 ...